This data is from the Open Reaction Database (ORD), a public repository of structured organic reaction records. The task is: describe an organic reaction: reactants, conditions, products, and yield The reactants are C1CNCCN1, COCCO, COCC#Cc1cc(Cl)c(Nc2ncnc3cc(OCCCCl)c(OC)cc23)c2c1OCO2, ClCCl. Yields the product COCC#Cc1cc(Cl)c(Nc2ncnc3cc(OCCCN4CCNCC4)c(OC)cc23)c2c1OCO2. Reaction SMILES: [CH2:34]1[CH2:35][NH:36][CH2:37][CH2:38][NH:39]1.[CH3:40][O:41][CH2:42][CH2:43][OH:44].[Cl:1][c:2]1[c:3]([NH:16][c:17]2[n:18][cH:19][n:20][c:21]3[cH:22][c:23]([O:29][CH2:30][CH2:31][CH2:32][Cl:33])[c:24]([O:27][CH3:28])[cH:25][c:26]23)[c:4]2[c:5]([c:9]([C:11]#[C:12][CH2:13][O:14][CH3:15])[cH:10]1)[O:6][CH2:7][O:8]2.[Cl:45][CH2:46][Cl:47]>>[Cl:1][c:2]1[c:3]([NH:16][c:17]2[n:18][cH:19][n:20][c:21]3[cH:22][c:23]([O:29][CH2:30][CH2:31][CH2:32][N:36]4[CH2:35][CH2:34][NH:39][CH2:38][CH2:37]4)[c:24]([O:27][CH3:28])[cH:25][c:26]23)[c:4]2[c:5]([c:9]([C:11]#[C:12][CH2:13][O:14][CH3:15])[cH:10]1)[O:6][CH2:7][O:8]2. Reactants: CN(C)C=O, FC(F)(F)c1cccnc1Cl, [H-], Ic1cn[nH]c1, [Na+], O. Yields the product FC(F)(F)c1cccnc1-n1cc(I)cn1. Reaction SMILES: [CH3:21][N:22]([CH3:23])[CH:24]=[O:25].[Cl:9][c:10]1[n:11][cH:12][cH:13][cH:14][c:15]1[C:16]([F:17])([F:18])[F:19].[H-:1].[I:3][c:4]1[cH:5][n:6][nH:7][cH:8]1.[Na+:2].[OH2:20]>>[I:3][c:4]1[cH:5][n:6][n:7](-[c:10]2[n:11][cH:12][cH:13][cH:14][c:15]2[C:16]([F:17])([F:18])[F:19])[cH:8]1. Reaction SMILES: [CH3:18][OH:19].[CH3:1][c:2]1[n:3][cH:4][c:5]([CH:9]=[O:10])[c:6]([NH2:8])[n:7]1.[NH2:16][OH:17].[OH2:20].[S:11]([OH:12])([OH:13])(=[O:14])=[O:15]>>[CH3:1][c:2]1[n:3][cH:4][c:5]([CH:9]=[N:16][OH:17])[c:6]([NH2:8])[n:7]1. The product is Cc1ncc(C=NO)c(N)n1. Starting materials: CO, Cc1ncc(C=O)c(N)n1, NO, O, O=S(=O)(O)O. Starting materials: ClC=1C=CC2=C(C(OC(N2)=O)(C(F)(F)F)CNC(=O)NC2=CC=C(C=C2)F)C1 (N-{[6-chloro-2-oxo-4-(trifluoromethyl)-1,4-dihydro-2H-3,1-benzoxazin-4-yl]methyl}-N′-(4-fluorophenyl)urea), CCCCCC (n-hexane). Solvent: CC(C)O (2-propanol). Yields the product ClC=1C=CC2=C([C@@](OC(N2)=O)(C(F)(F)F)CNC(=O)NC2=CC=C(C=C2)F)C1 (N-{[(4S*)-6-chloro-2-oxo-4-(trifluoromethyl)-1,4-dihydro-2H-3,1-benzoxazin-4-yl]methyl}-N′-(4-fluorophenyl)urea). Reaction SMILES: [Cl:1][C:2]1[CH:3]=[CH:4][C:5]2[NH:10][C:9](=[O:11])[O:8][C:7]([CH2:16][NH:17][C:18]([NH:20][C:21]3[CH:26]=[CH:25][C:24]([F:27])=[CH:23][CH:22]=3)=[O:19])([C:12]([F:15])([F:14])[F:13])[C:6]=2[CH:28]=1.CCCCCC>CC(O)C>[Cl:1][C:2]1[CH:3]=[CH:4][C:5]2[NH:10][C:9](=[O:11])[O:8][C@@:7]([CH2:16][NH:17][C:18]([NH:20][C:21]3[CH:26]=[CH:25][C:24]([F:27])=[CH:23][CH:22]=3)=[O:19])([C:12]([F:14])([F:15])[F:13])[C:6]=2[CH:28]=1. Procedure: N-{[6-chloro-2-oxo-4-(trifluoromethyl)-1,4-dihydro-2H-3,1-benzoxazin-4-yl]methyl}-N′-(4-fluorophenyl)urea was subjected to optical resolution by HPLC (Chiralpack AD-H, n-hexane:2-propanol=3:1), and a fraction eluted at a later time was concentrated, whereby the objective compound was obtained. Reactants: CCO, COCC(=O)N=S(C)(=O)c1ccc([N+](=O)[O-])cc1. Product: COCC(=O)N=S(C)(=O)c1ccc(N)cc1. Reaction SMILES: [CH3:19][CH2:20][OH:21].[N+:1]([O-:2])(=[O:3])[c:4]1[cH:5][cH:6][c:7]([S:10](=[O:11])(=[N:12][C:13]([CH2:14][O:15][CH3:16])=[O:17])[CH3:18])[cH:8][cH:9]1>>[NH2:1][c:4]1[cH:5][cH:6][c:7]([S:10](=[O:11])(=[N:12][C:13]([CH2:14][O:15][CH3:16])=[O:17])[CH3:18])[cH:8][cH:9]1.